Dataset: the Open Reaction Database (ORD), a public repository of structured organic reaction records. Task: describe an organic reaction: reactants, conditions, products, and yield Reactants: CCOC(=O)C1(F)CCN(S(=O)(=O)c2ccc(C)cc2)CC1, CO, [Na+], [OH-]. Yields the product Cc1ccc(S(=O)(=O)N2CCC(F)(C(=O)O)CC2)cc1. As a reaction SMILES: [CH2:1]([CH3:2])[O:3][C:4](=[O:5])[C:6]1([F:22])[CH2:7][CH2:8][N:9]([S:12](=[O:13])(=[O:14])[c:15]2[cH:16][cH:17][c:18]([CH3:21])[cH:19][cH:20]2)[CH2:10][CH2:11]1.[CH3:25][OH:26].[Na+:24].[OH-:23]>>[O:3]=[C:4]([OH:5])[C:6]1([F:22])[CH2:7][CH2:8][N:9]([S:12](=[O:13])(=[O:14])[c:15]2[cH:16][cH:17][c:18]([CH3:21])[cH:19][cH:20]2)[CH2:10][CH2:11]1. Starting materials: CCOC(=O)C(CC)c1ccc(NCc2cc(Br)ccc2OCc2ccccc2)cc1, C1CCOC1, CO, Cl, [Na+], [OH-], O. Yields the product CCC(C(=O)O)c1ccc(NCc2cc(Br)ccc2OCc2ccccc2)cc1. As a reaction SMILES: [CH2:1]([c:2]1[cH:3][cH:4][cH:5][cH:6][cH:7]1)[O:8][c:9]1[c:10]([CH2:11][NH:12][c:13]2[cH:14][cH:15][c:16]([CH:19]([C:20](=[O:21])[O:22][CH2:23][CH3:24])[CH2:25][CH3:26])[cH:17][cH:18]2)[cH:27][c:28]([Br:31])[cH:29][cH:30]1.[CH2:38]1[O:39][CH2:40][CH2:41][CH2:42]1.[CH3:32][OH:33].[ClH:36].[Na+:35].[OH-:34].[OH2:37]>>[CH2:1]([c:2]1[cH:3][cH:4][cH:5][cH:6][cH:7]1)[O:8][c:9]1[c:10]([CH2:11][NH:12][c:13]2[cH:14][cH:15][c:16]([CH:19]([C:20](=[O:21])[OH:22])[CH2:25][CH3:26])[cH:17][cH:18]2)[cH:27][c:28]([Br:31])[cH:29][cH:30]1. Starting materials: CCCc1nc2c(C)cc(Nc3[nH]ccc3[N+](=O)[O-])cc2n1Cc1ccc(-c2ccccc2C(=O)OC)cc1, CCO, [Na+], [OH-]. Product: CCCc1nc2c(C)cc(Nc3[nH]ccc3[N+](=O)[O-])cc2n1Cc1ccc(-c2ccccc2C(=O)O)cc1. Reaction SMILES: [CH2:1]([CH2:2][CH3:3])[c:4]1[n:5][c:6]2[c:7]([n:8]1[CH2:9][c:10]1[cH:11][cH:12][c:13](-[c:16]3[c:17]([C:22](=[O:23])[O:24][CH3:25])[cH:18][cH:19][cH:20][cH:21]3)[cH:14][cH:15]1)[cH:26][c:27]([NH:31][c:32]1[nH:33][cH:34][cH:35][c:36]1[N+:37](=[O:38])[O-:39])[cH:28][c:29]2[CH3:30].[CH3:42][CH2:43][OH:44].[Na+:41].[OH-:40]>>[CH2:1]([CH2:2][CH3:3])[c:4]1[n:5][c:6]2[c:7]([n:8]1[CH2:9][c:10]1[cH:11][cH:12][c:13](-[c:16]3[c:17]([C:22](=[O:23])[OH:24])[cH:18][cH:19][cH:20][cH:21]3)[cH:14][cH:15]1)[cH:26][c:27]([NH:31][c:32]1[nH:33][cH:34][cH:35][c:36]1[N+:37](=[O:38])[O-:39])[cH:28][c:29]2[CH3:30]. The reactants are CN([SiH](C)C)[Si](C)(C)C, Cl, NCCCP(O)O, O=C1c2ccccc2C(=O)N1CC1CO1. The product is NCCCP(=O)(O)CC(O)CN1C(=O)c2ccccc2C1=O. RXN SMILES: [CH3:23][SiH:24]([CH3:25])[N:26]([CH3:27])[Si:28]([CH3:29])([CH3:30])[CH3:31].[ClH:32].[NH2:1][CH2:2][CH2:3][CH2:4][P:5]([OH:6])[OH:7].[O:8]1[CH:9]([CH2:10][N:11]2[C:12](=[O:21])[c:13]3[c:14]([cH:17][cH:18][cH:19][cH:20]3)[C:15]2=[O:16])[CH2:22]1>>[NH2:1][CH2:2][CH2:3][CH2:4][P:5]([OH:6])(=[O:7])[CH2:22][CH:9]([OH:8])[CH2:10][N:11]1[C:12](=[O:21])[c:13]2[c:14]([cH:17][cH:18][cH:19][cH:20]2)[C:15]1=[O:16]. Starting materials: CCSc1ncnc2c(N3CCS(=O)CC3)nc(Cl)nc12, C1CNCCN1, CS(C)=O, O. Product: CCSc1ncnc2c(N3CCS(=O)CC3)nc(N3CCNCC3)nc12. Reaction SMILES: [CH2:1]([CH3:2])[S:3][c:4]1[n:5][cH:6][n:7][c:8]2[c:9]1[n:10][c:11]([Cl:21])[n:12][c:13]2[N:14]1[CH2:15][CH2:16][S:17](=[O:20])[CH2:18][CH2:19]1.[CH2:22]1[CH2:23][NH:24][CH2:25][CH2:26][NH:27]1.[CH3:29][S:30]([CH3:31])=[O:32].[OH2:28]>>[CH2:1]([CH3:2])[S:3][c:4]1[n:5][cH:6][n:7][c:8]2[c:9]1[n:10][c:11]([N:24]1[CH2:23][CH2:22][NH:27][CH2:26][CH2:25]1)[n:12][c:13]2[N:14]1[CH2:15][CH2:16][S:17](=[O:20])[CH2:18][CH2:19]1. Starting materials: CC1=C(C=NC=C1B1OC(C(O1)(C)C)(C)C)C#CC (4-methyl-3-(prop-1-ynyl)-5-(4,4,5,5-tetramethyl-1,3,2-dioxaborolan-2-yl)pyridine), CC(C)(C)[PH+](CCCS(=O)(=O)[O-])C(C)(C)C (3-(di-tert-butylphosphonium)propane sulfonate), BrC1=CC=C2CC3(CCC(CC3)OC)C3(N=C(C(=N3)N)C)C2=C1 (6′-Bromo-4-methoxy-5″-methyl-3′H-dispiro[cyclohexane-1,2′-indene-1′,2″-imidazol]-4″-amine), CC1(OB(OC1(C)C)B1OC(C(O1)(C)C)(C)C)C (4,4,4′,4′,5,5,5′,5′-octamethyl-2,2′-bi(1,3,2-dioxaborolane)), BrC=1C=NC=C(C1C)C#CC (3-bromo-4-methyl-5-(prop-1-ynyl)pyridine), BrC=1C=NC=C(C1C)C#CC (3-bromo-4-methyl-5-(prop-1-ynyl)pyridine), C(C)(=O)[O-].[K+] (potassium acetate). The reagents and catalysts are [Na+].[Na+].Cl[Pd+2](Cl)(Cl)Cl (sodium tetrachloropalladate(II)), C1=CC=C(C=C1)P([C-]2C=CC=C2)C3=CC=CC=C3.C1=CC=C(C=C1)P([C-]2C=CC=C2)C3=CC=CC=C3.Cl[Pd]Cl.[Fe+2].C(Cl)Cl (PdCl2(dppf) CH2Cl2). The solvent is O1CCOCC1 (dioxane), O1CCOCC1 (dioxane), C(C)#N (acetonitrile). The product is COC1CCC2(CC3=CC=C(C=C3C23N=C(C(=N3)N)C)C=3C=NC=C(C3C)C#CC)CC1 (4-Methoxy-5″-methyl-6′-[4-methyl-5-(prop-1-yn-1-yl)pyridin-3-yl]-3′H-dispiro[cyclohexane-1,2′-indene-1′,2″-imidazol]-4″-amine). The yield is 14.7%. RXN SMILES: CC1(C)C(C)(C)OB(B2OC(C)(C)C(C)(C)O2)O1.Br[C:20]1[CH:21]=[N:22][CH:23]=[C:24]([C:27]#[C:28][CH3:29])[C:25]=1[CH3:26].C([O-])(=O)C.[K+].CC1C(B2OC(C)(C)C(C)(C)O2)=CN=CC=1C#CC.CC([PH+](C(C)(C)C)CCCS([O-])(=O)=O)(C)C.Br[C:71]1[CH:92]=[C:91]2[C:74]([CH2:75][C:76]3([C:84]42[N:88]=[C:87]([NH2:89])[C:86]([CH3:90])=[N:85]4)[CH2:81][CH2:80][CH:79]([O:82][CH3:83])[CH2:78][CH2:77]3)=[CH:73][CH:72]=1>O1CCOCC1.C1C=CC(P(C2C=CC=CC=2)[C-]2C=CC=C2)=CC=1.C1C=CC(P(C2C=CC=CC=2)[C-]2C=CC=C2)=CC=1.Cl[Pd]Cl.[Fe+2].C(Cl)Cl.[Na+].[Na+].Cl[Pd+2](Cl)(Cl)Cl.C(#N)C>[CH3:83][O:82][CH:79]1[CH2:80][CH2:81][C:76]2([C:84]3([N:88]=[C:87]([NH2:89])[C:86]([CH3:90])=[N:85]3)[C:91]3[C:74](=[CH:73][CH:72]=[C:71]([C:20]4[CH:21]=[N:22][CH:23]=[C:24]([C:27]#[C:28][CH3:29])[C:25]=4[CH3:26])[CH:92]=3)[CH2:75]2)[CH2:77][CH2:78]1 |f:2.3,8.9.10.11.12,13.14.15|. Procedure: A suspension of 4,4,4′,4′,5,5,5′,5′-octamethyl-2,2′-bi(1,3,2-dioxaborolane) (160 mg, 0.63 mmol), 3-bromo-4-methyl-5-(prop-1-ynyl)pyridine (Intermediate 45, 66 mg, 0.31 mmol) and potassium acetate (93 mg, 0.94 mmol) in dioxane (3 mL) was degassed with a stream of argon for a couple of min. PdCl2(dppf) CH2Cl2 (13 mg, 0.02 mmol) was added and the mixture was heated at reflux under N2 for 4 h. The mixture was allowed to cool, filtered and concentrated in vacuo. The obtained residue (80 mg, 4-methyl-... Starting materials: NC1=C(C=C(C=C1)F)C(C(F)(F)F)=O (1-(2-amino-5-fluorophenyl)-2,2,2-trifluoroethanone), ice, C(C)(C)C#C (isopropylacetylene), C(CCC)[Li] (n-butyllithium). Solvent: C1CCOC1 (THF). Run at time 1.25 hour. The product is NC1=CC=C(C=C1C(C(F)(F)F)(C#CC(C)C)O)F (6-Amino-3-fluoro-α-isopropylethynyl-α-(trifluoromethyl)benzyl alcohol). Reaction SMILES: [CH:1]([C:4]#[CH:5])([CH3:3])[CH3:2].C([Li])CCC.[NH2:11][C:12]1[CH:17]=[CH:16][C:15]([F:18])=[CH:14][C:13]=1[C:19](=[O:24])[C:20]([F:23])([F:22])[F:21]>C1COCC1>[NH2:11][C:12]1[C:13]([C:19]([OH:24])([C:5]#[C:4][CH:1]([CH3:3])[CH3:2])[C:20]([F:23])([F:21])[F:22])=[CH:14][C:15]([F:18])=[CH:16][CH:17]=1. Procedure details: To an ice-cooled solution of 1.89 mL of isopropylacetylene in 35 mL of dry THF was added dropwise over 5 min, 10.0 mL of 1.6 M n-butyllithium. The reaction mixture was stirred at 0° for 30 min after which time 828 mg of 1-(2-amino-5-fluorophenyl)-2,2,2-trifluoroethanone was added. The reaction mixture was stirred at 0° for 1.25 h after which time it was quenched with saturated aqueous ammonium chloride and poured onto water. This mixture was extracted twice with ether and the combined extracts w... Starting materials: CC[SiH](CC)CC, O=C(O)C(F)(F)F, COc1cc2c(cc1C)C1(CO2)C(=O)N(C(c2ccccc2)c2ccccc2)c2ccccc21. Product: COc1cc2c(cc1C)C1(CO2)C(=O)Nc2ccccc21. RXN SMILES: [CH2:35]([SiH:36]([CH2:37][CH3:38])[CH2:39][CH3:40])[CH3:41].[OH:42][C:43]([C:44]([F:45])([F:46])[F:47])=[O:48].[c:1]1([CH:2]([c:3]2[cH:4][cH:5][cH:6][cH:7][cH:29]2)[N:8]2[C:9](=[O:28])[C:10]3([CH2:11][O:12][c:13]4[c:14]3[cH:15][c:16]([CH3:21])[c:17]([O:19][CH3:20])[cH:18]4)[c:22]3[cH:23][cH:24][cH:25][cH:26][c:27]32)[cH:30][cH:31][cH:32][cH:33][cH:34]1>>[NH:8]1[C:9](=[O:28])[C:10]2([CH2:11][O:12][c:13]3[c:14]2[cH:15][c:16]([CH3:21])[c:17]([O:19][CH3:20])[cH:18]3)[c:22]2[cH:23][cH:24][cH:25][cH:26][c:27]21.